Dataset: the Open Reaction Database (ORD), a public repository of structured organic reaction records. Task: describe an organic reaction: reactants, conditions, products, and yield Starting materials: CC1NCc2cc(-c3ccc4c(=O)c(C(=O)O)cn(C5CC5)c4c3OC(F)F)ccc21, O=P(O)(O)O. Yields the product CC1NCc2cc(-c3ccc4c(=O)c(C(=O)O)cn(C5CC5)c4c3OC(F)F)ccc21, O=P(O)(O)O. RXN SMILES: [CH:1]1([n:4]2[cH:5][c:6]([C:29](=[O:30])[OH:31])[c:7](=[O:28])[c:8]3[cH:9][cH:10][c:11](-[c:18]4[cH:19][c:20]5[c:24]([cH:25][cH:26]4)[CH:23]([CH3:27])[NH:22][CH2:21]5)[c:12]([O:14][CH:15]([F:16])[F:17])[c:13]23)[CH2:2][CH2:3]1.[P:32]([OH:33])([OH:34])([OH:35])=[O:36]>>[CH:1]1([n:4]2[cH:5][c:6]([C:29](=[O:30])[OH:31])[c:7](=[O:28])[c:8]3[cH:9][cH:10][c:11](-[c:18]4[cH:19][c:20]5[c:24]([cH:25][cH:26]4)[CH:23]([CH3:27])[NH:22][CH2:21]5)[c:12]([O:14][CH:15]([F:16])[F:17])[c:13]23)[CH2:2][CH2:3]1.[P:32](=[O:33])([OH:34])([OH:35])[OH:36]. Starting materials: CCC1C(=O)NC1C=COC(C)=O, CCOC(C)=O, [H][H]. Product: CCC1C(=O)NC1CCOC(C)=O. RXN SMILES: [C:1]([CH3:2])(=[O:3])[O:4][CH:5]=[CH:6][CH:7]1[CH:8]([CH2:12][CH3:13])[C:9](=[O:11])[NH:10]1.[CH3:16][CH2:17][O:18][C:19](=[O:20])[CH3:21].[H:14][H:15]>>[C:1]([CH3:2])(=[O:3])[O:4][CH2:5][CH2:6][CH:7]1[CH:8]([CH2:12][CH3:13])[C:9](=[O:11])[NH:10]1. Reagents/catalysts: [Pd] (palladium on carbon). Reaction SMILES: [CH3:1][O:2][C:3](=[O:36])[C:4]1[CH:9]=[CH:8][C:7]([Cl:10])=[CH:6][C:5]=1[N:11]([S:19]([C:22]1[CH:27]=[CH:26][C:25]([O:28]CC2C=CC=CC=2)=[CH:24][CH:23]=1)(=[O:21])=[O:20])[C:12]([O:14][C:15]([CH3:18])([CH3:17])[CH3:16])=[O:13].[H][H]>CCOC(C)=O.[Pd]>[CH3:1][O:2][C:3](=[O:36])[C:4]1[CH:9]=[CH:8][C:7]([Cl:10])=[CH:6][C:5]=1[N:11]([S:19]([C:22]1[CH:23]=[CH:24][C:25]([OH:28])=[CH:26][CH:27]=1)(=[O:21])=[O:20])[C:12]([O:14][C:15]([CH3:18])([CH3:16])[CH3:17])=[O:13]. The reactants are COC(C1=C(C=C(C=C1)Cl)N(C(=O)OC(C)(C)C)S(=O)(=O)C1=CC=C(C=C1)OCC1=CC=CC=C1)=O (2-[(4-benzyloxy-benzenesulfonyl)-(t-butoxycarbonyl)-amino]-4-chloro-benzoic acid methyl ester), [H][H] (hydrogen). The product is COC(C1=C(C=C(C=C1)Cl)N(C(=O)OC(C)(C)C)S(=O)(=O)C1=CC=C(C=C1)O)=O (2-[(4-hydroxybenzene-sulfonyl)-(t-butoxycarbonyl)amino]4-chloro-benzoic acid methyl ester). Run in CCOC(=O)C (EtOAc). Procedure details: A solution of the title D compound, 2-[(4-benzyloxy-benzenesulfonyl)-(t-butoxycarbonyl)-amino]-4-chloro-benzoic acid methyl ester (2.45 g, 4.61 mmol) in 30 mL of EtOAc containing 1.2 g of 10% palladium on carbon is shaken under 50 psi of hydrogen at RT overnight. The mixture is then filtered and concentrated to give 2-[(4-hydroxybenzene-sulfonyl)-(t-butoxycarbonyl)amino]4-chloro-benzoic acid methyl ester as a white foam. Starting materials: imine, COC(=O)C=1N(C=C(C1)Cl)N (1-amino-4-chloro-1H-pyrrole-2-carboxylic acid methyl ester), FC1=CC=C(C=O)C=C1 (4-fluoro benzaldehyde). Run in CO (methanol). Product: COC(=O)C=1N(C=C(C1)Cl)N=CC1=CC=C(C=C1)F (4-Chloro-1-[(4-fluoro-benzylidene)-amino]-1H-pyrrole-2-carboxylic acid methyl ester). Reaction SMILES: [CH3:1][O:2][C:3]([C:5]1[N:6]([NH2:11])[CH:7]=[C:8]([Cl:10])[CH:9]=1)=[O:4].[F:12][C:13]1[CH:20]=[CH:19][C:16]([CH:17]=O)=[CH:15][CH:14]=1>CO>[CH3:1][O:2][C:3]([C:5]1[N:6]([N:11]=[CH:17][C:16]2[CH:19]=[CH:20][C:13]([F:12])=[CH:14][CH:15]=2)[CH:7]=[C:8]([Cl:10])[CH:9]=1)=[O:4]. Procedure: Prepared according to the imine formation condition used in Example 18 step b) from 1-amino-4-chloro-1H-pyrrole-2-carboxylic acid methyl ester and 4-fluoro benzaldehyde in refluxing methanol for 12 h. ESI (m/z): 281 (M+H)+. Starting materials: COC(C(NC([C@@H](NC(C(NC(C(NC(=O)OC(C)(C)C)(C)C)=O)(C)C)=O)COC#CC)=O)(C)C)=O (N-Tert-Butoxycarbonyl α,α-Dimethylglycyl α,α-Dimethylglycyl O-Propynyl-L-Seryl α,α-Dimethylglycine Methyl Ester), C(=O)(C(F)(F)F)O (TFA). Solvent: C(Cl)Cl (CH2Cl2). Reaction conditions: time 30 minute. Product: FC(C(=O)O)(F)F.COC(C(NC([C@@H](NC(C(NC(C(N)(C)C)=O)(C)C)=O)COC#CC)=O)(C)C)=O (α,α-Dimethylglycyl α,α-Dimethylglycyl O-Propynyl-L-Seryl α,α-Dimethylglycine Methyl Ester Trifluoroacetate). The yield is 100.0%. Reaction SMILES: [CH3:1][O:2][C:3](=[O:36])[C:4]([CH3:35])([CH3:34])[NH:5][C:6](=[O:33])[C@H:7]([CH2:28][O:29][C:30]#[C:31][CH3:32])[NH:8][C:9](=[O:27])[C:10]([CH3:26])([CH3:25])[NH:11][C:12](=[O:24])[C:13]([CH3:23])([CH3:22])[NH:14]C(OC(C)(C)C)=O.[C:37]([OH:43])([C:39]([F:42])([F:41])[F:40])=[O:38]>C(Cl)Cl>[F:40][C:39]([F:42])([F:41])[C:37]([OH:43])=[O:38].[CH3:1][O:2][C:3](=[O:36])[C:4]([CH3:35])([CH3:34])[NH:5][C:6](=[O:33])[C@H:7]([CH2:28][O:29][C:30]#[C:31][CH3:32])[NH:8][C:9](=[O:27])[C:10]([CH3:26])([CH3:25])[NH:11][C:12](=[O:24])[C:13]([CH3:22])([CH3:23])[NH2:14] |f:3.4|. Procedure: N-tert-butoxycarbonyl α,α-dimethylglycyl α,α-dimethylglycyl O-propynyl-L-seryl α,α-dimethylglycine methyl ester 16 (4.79 g, 9.35 mmol) was dissolved in 50% (v/v) TFA in CH2Cl2 (70 mL) and the reaction mixture stirred for 1 h 30 min at room temperature. The solvent and bulk of excess TFA were evaporated and CH2Cl2 (2×70 mL) added and evaporated. The residue was washed with Et2O (3×35 mL), redissolved in CH2Cl2 (100 mL), the solvent evaporated and the residue washed with Et2O (70 mL). Finally, CH2... The reactants are ClC1=C(C=C2C(=CNC2=C1)C=O)C1=CC(=CC=C1)OC (6-chloro-5-(3-methoxyphenyl)-1H-indole-3-carbaldehyde), 1/1, CC(C)=CC (2-methyl-2-butene), Cl(=O)[O-].[Na+] (sodium chlorite), P(=O)(O)(O)[O-].[Na+] (sodium dihydrogen phosphate). Run in C(C)#N.C(C)(C)(C)O (ACN t-butanol), O (water). Run at time 10 minute. Yields the product ClC1=C(C=C2C(=CNC2=C1)C(=O)O)C1=CC(=CC=C1)OC (6-chloro-5-(3-methoxyphenyl)-1H-indole-3-carboxylic acid). The yield is 37.9%. RXN SMILES: [Cl:1][C:2]1[CH:10]=[C:9]2[C:5]([C:6]([CH:11]=[O:12])=[CH:7][NH:8]2)=[CH:4][C:3]=1[C:13]1[CH:18]=[CH:17][CH:16]=[C:15]([O:19][CH3:20])[CH:14]=1.CC(=CC)C.Cl([O-])=[O:27].[Na+].P([O-])(O)(O)=O.[Na+]>C(#N)C.C(O)(C)(C)C.O>[Cl:1][C:2]1[CH:10]=[C:9]2[C:5]([C:6]([C:11]([OH:27])=[O:12])=[CH:7][NH:8]2)=[CH:4][C:3]=1[C:13]1[CH:18]=[CH:17][CH:16]=[C:15]([O:19][CH3:20])[CH:14]=1 |f:2.3,4.5,6.7|. Procedure details: To a solution of 6-chloro-5-(3-methoxyphenyl)-1H-indole-3-carbaldehyde (100 mg, 0.35 mmol) in ACN/t-butanol=1/1(4 mL) was added 2-methyl-2-butene (1 mL) at 0° C. and stirred 10 min. Then an aqueous solution of sodium chlorite (315 mg, 3.5 mmol) and sodium dihydrogen phosphate (480 mg, 3.5 mmol) in water (1 mL) was added to the system dropwise. The reaction was stirred at room temperature for 10 h. The reaction was quenched with sodium sulfite. The mixture was partitioned between DCM and water. T... The reactants are Cl, N#C[Cu], O=N[O-], Nc1ccc(C2CCCc3cncn32)cc1, [Na+], O. Product: N#Cc1ccc(C2CCCc3cncn32)cc1. RXN SMILES: [ClH:24].[Cu:21][C:22]#[N:23].[N:17]([O-:18])=[O:19].[NH2:1][c:2]1[cH:3][cH:4][c:5]([CH:8]2[CH2:9][CH2:10][CH2:11][c:12]3[n:13]2[cH:14][n:15][cH:16]3)[cH:6][cH:7]1.[Na+:20].[OH2:25]>>[c:2]1([C:22]#[N:23])[cH:3][cH:4][c:5]([CH:8]2[CH2:9][CH2:10][CH2:11][c:12]3[n:13]2[cH:14][n:15][cH:16]3)[cH:6][cH:7]1.